From a dataset of the Open Reaction Database (ORD), a public repository of structured organic reaction records. describe an organic reaction: reactants, conditions, products, and yield Starting materials: C1(CC1)NC1CCN(CC1)C1=NC=C(C=C1F)C(F)(F)F (cyclopropyl-(3′-fluoro-5′-trifluoromethyl-3,4,5,6-tetrahydro-2H-[1,2′]bipyridinyl-4-yl)-amine), N1(N=CN=C1)C1=CC=C(C(=O)O)C=C1 (4-[1,2,4]triazol-1-yl-benzoic acid). The product is C1(CC1)N(C(C1=CC=C(C=C1)N1N=CN=C1)=O)C1CCN(CC1)C1=NC=C(C=C1F)C(F)(F)F (N-Cyclopropyl-N-(3′-fluoro-5′-trifluoromethyl-3,4,5,6-tetrahydro-2H-[1,2′]bipyridinyl-4-yl)-4-[1,2,4]triazol-1-yl-benzamide). RXN SMILES: [CH:1]1([NH:4][CH:5]2[CH2:10][CH2:9][N:8]([C:11]3[C:16]([F:17])=[CH:15][C:14]([C:18]([F:21])([F:20])[F:19])=[CH:13][N:12]=3)[CH2:7][CH2:6]2)[CH2:3][CH2:2]1.[N:22]1([C:27]2[CH:35]=[CH:34][C:30]([C:31](O)=[O:32])=[CH:29][CH:28]=2)[CH:26]=[N:25][CH:24]=[N:23]1>>[CH:1]1([N:4]([CH:5]2[CH2:10][CH2:9][N:8]([C:11]3[C:16]([F:17])=[CH:15][C:14]([C:18]([F:20])([F:19])[F:21])=[CH:13][N:12]=3)[CH2:7][CH2:6]2)[C:31](=[O:32])[C:30]2[CH:29]=[CH:28][C:27]([N:22]3[CH:26]=[N:25][CH:24]=[N:23]3)=[CH:35][CH:34]=2)[CH2:2][CH2:3]1. Procedure details: The title compound is prepared from cyclopropyl-(3′-fluoro-5′-trifluoromethyl-3,4,5,6-tetrahydro-2H-[1,2′]bipyridinyl-4-yl)-amine and 4-[1,2,4]triazol-1-yl-benzoic acid following a procedure analogous to that described in Example 90. LC (method 19): tR=4.61 min; Mass spectrum (ESI+): m/z=475 [M+H]+. The reactants are NC=1C(=NON1)C(=NO)Cl (4-Amino-N-hydroxy-1,2,5-oxadiazole-3-carboximidoyl chloride), C([O-])(O)=O.[Na+] (sodium bicarbonate), BrC=1C=C(N)C=CC1F (3-bromo-4-fluoroaniline). Run in O (water), O (water). Run at time 10 minute. The product is NC=1C(=NON1)C(NC1=CC(=C(C=C1)F)Br)=NO (4-Amino-N-(3-bromo-4-fluorophenyl)-N′-hydroxy-1,2,5-oxadiazole-3-carboximidamide). Isolated yield 98.9%. RXN SMILES: [NH2:1][C:2]1[C:3]([C:7](Cl)=[N:8][OH:9])=[N:4][O:5][N:6]=1.[Br:11][C:12]1[CH:13]=[C:14]([CH:16]=[CH:17][C:18]=1[F:19])[NH2:15].C(=O)(O)[O-].[Na+]>O>[NH2:1][C:2]1[C:3]([C:7](=[N:8][OH:9])[NH:15][C:14]2[CH:16]=[CH:17][C:18]([F:19])=[C:12]([Br:11])[CH:13]=2)=[N:4][O:5][N:6]=1 |f:2.3|. Procedure details: 4-Amino-N-hydroxy-1,2,5-oxadiazole-3-carboximidoyl chloride (33.8 g, 208 mmol) was mixed with water (300 mL). At 60° C., 3-bromo-4-fluoroaniline (Sigma-Aldrich) (43.6 g, 229 mmol, 1.1 equiv.) was added to the suspension with stirring for 10 min. A solution of sodium bicarbonate (26.3 g, 313 mmol, 1.5 equiv.) in water (300 mL) was added over 15 min with stirring at 60° C. After stirring 20 min, LCMS indicated reaction completion. The reaction mixture was then cooled to room temperature and extrac... Starting materials: C1(=CC=C(C=C1)C1=NC=CC=C1C(F)(F)F)C (2-p-tolyl-3-trifluoromethyl-pyridine), [N+](=O)(O)[O-] (HNO3). Solvent: OS(=O)(=O)O (H2SO4). Run at time 60 minute. The product is CC1=C(C=C(C=C1)C1=NC=CC=C1C(F)(F)F)[N+](=O)[O-] (2-(4-methyl-3-nitro-phenyl)-3-(trifluoromethyl)-pyridine). Reaction SMILES: [C:1]1([CH3:17])[CH:6]=[CH:5][C:4]([C:7]2[C:12]([C:13]([F:16])([F:15])[F:14])=[CH:11][CH:10]=[CH:9][N:8]=2)=[CH:3][CH:2]=1.[N+:18]([O-])([OH:20])=[O:19]>OS(O)(=O)=O>[CH3:17][C:1]1[CH:2]=[CH:3][C:4]([C:7]2[C:12]([C:13]([F:16])([F:14])[F:15])=[CH:11][CH:10]=[CH:9][N:8]=2)=[CH:5][C:6]=1[N+:18]([O-:20])=[O:19]. Reported procedure: To a solution of 2-p-tolyl-3-trifluoromethyl-pyridine (8.4 mmol) in H2SO4 (6 mL) cautiously add fuming HNO3 (2 ml). Stir the mixture 60 minutes at room temperature. Pour the mixture onto ice-water (30 mL), extract with EtOAc, neutralize with 1 N NaOH, dry over Na2SO4, and concentrate under vacuum to obtain 2-(4-methyl-3-nitro-phenyl)-3-(trifluoromethyl)-pyridine. Isolated yield 66.8%. Reagents/catalysts: CN(C1=CC=NC=C1)C (4-dimethylaminopyridine). Yields the product FC(C1=CC2=C(N=C(S2)NC(C2=C(C=CC=C2F)Cl)=O)C=C1)(F)F (N-(6-trifluoromethylbenzothiazol-2-yl)-2-chloro-6-fluorobenzamide). Procedure details: At 0 to 5° C., 2-chloro-6-fluorobenzoyl chloride (1.93 g) was added dropwise to a solution composed of 2-amino-6-trifluoromethylbenzothiazole (2.18 g), pyridine (30 ml) and 4-dimethylaminopyridine (0.1 g). The reaction mixture was stirred at room temperature (20 to 30° C.) for one day, and then the pyridine was evaporated. Water was added to the residue, and the mixture was stirred. The resulting crystals were collected by filtration, and thoroughly washed with water. Recrystallization from etha... The reactants are ClC1=C(C(=O)Cl)C(=CC=C1)F (2-chloro-6-fluorobenzoyl chloride), NC=1SC2=C(N1)C=CC(=C2)C(F)(F)F (2-amino-6-trifluoromethylbenzothiazole). As a reaction SMILES: [Cl:1][C:2]1[CH:10]=[CH:9][CH:8]=[C:7]([F:11])[C:3]=1[C:4](Cl)=[O:5].[NH2:12][C:13]1[S:14][C:15]2[CH:21]=[C:20]([C:22]([F:25])([F:24])[F:23])[CH:19]=[CH:18][C:16]=2[N:17]=1>CN(C)C1C=CN=CC=1.N1C=CC=CC=1>[F:25][C:22]([F:23])([F:24])[C:20]1[CH:19]=[CH:18][C:16]2[N:17]=[C:13]([NH:12][C:4](=[O:5])[C:3]3[C:7]([F:11])=[CH:8][CH:9]=[CH:10][C:2]=3[Cl:1])[S:14][C:15]=2[CH:21]=1. The solvent is N1=CC=CC=C1 (pyridine). Reaction conditions: temperature 25 celsius, time 1 day. The reactants are C(C(=O)O)(=O)O (Oxalic acid), Arylethylamines, amine, Cl (hydrochloric acid), C1=C(C=CC2=CC=CC=C12)CC#N (2-Naphthylacetonitrile), 3-2, solution, B.C1CCOC1 (BH3-THF), Cl (HCl). Run in CO (methanol), C(C)OCC (diethyl ether), O1CCCC1 (tetrahydrofuran). The product is C1=C(C=CC2=CC=CC=C12)CCN (2-naphthalen-2-yl-ethylamine). Isolated yield 85.0%. Reaction SMILES: [CH:1]1[C:10]2[C:5](=[CH:6][CH:7]=[CH:8][CH:9]=2)[CH:4]=[CH:3][C:2]=1[CH2:11][C:12]#[N:13].B.C1COCC1.Cl.C(O)(=O)C(O)=O>O1CCCC1.CO.C(OCC)C>[CH:1]1[C:10]2[C:5](=[CH:6][CH:7]=[CH:8][CH:9]=2)[CH:4]=[CH:3][C:2]=1[CH2:11][CH2:12][NH2:13] |f:1.2|. Reported procedure: Arylethylamines that were not commercially available were made by the following procedure. 2-Naphthylacetonitrile Compound 3-2 (16.7 g, 0.10 mol) in anhydrous tetrahydrofuran (50 mL) was added to 1M solution of BH3-THF (250 mL, 0.25 mol) over 10 min at room temperature. The reaction proceeds with an induction period of 2-4 min. Following the addition, the mixture was heated under reflux and under argon for one hour (TLC of a quenched aliquot showed no starting material). The reaction was cooled ... The reactants are C(C)(C)(C)OC(=O)C=1SC(=CC1)CCCN(CCCC1=CC(=CC=C1)Cl)S(=O)(=O)C1=C(C=CC=C1)Cl (5-(3-((2-chloro-benzenesulfonyl)-(3-(3-chloro-phenyl)-propyl)-amino)-propyl)-thiophene-2-carboxylic acid tert-butyl ester). Solvent: Cl (HCl), O1CCOCC1 (1,4 dioxane). Reaction conditions: time 8 hour. The product is ClC1=C(C=CC=C1)S(=O)(=O)N(CCCC1=CC=C(S1)C(=O)O)CCCC1=CC(=CC=C1)Cl (5-(3-((2-Chloro-benzenesulfonyl)-(3-(3-chloro-phenyl)-propyl)-amino)-propyl)-thiophene-2-carboxylic acid). RXN SMILES: C([O:5][C:6]([C:8]1[S:9][C:10]([CH2:13][CH2:14][CH2:15][N:16]([S:27]([C:30]2[CH:35]=[CH:34][CH:33]=[CH:32][C:31]=2[Cl:36])(=[O:29])=[O:28])[CH2:17][CH2:18][CH2:19][C:20]2[CH:25]=[CH:24][CH:23]=[C:22]([Cl:26])[CH:21]=2)=[CH:11][CH:12]=1)=[O:7])(C)(C)C>Cl.O1CCOCC1>[Cl:36][C:31]1[CH:32]=[CH:33][CH:34]=[CH:35][C:30]=1[S:27]([N:16]([CH2:17][CH2:18][CH2:19][C:20]1[CH:25]=[CH:24][CH:23]=[C:22]([Cl:26])[CH:21]=1)[CH2:15][CH2:14][CH2:13][C:10]1[S:9][C:8]([C:6]([OH:7])=[O:5])=[CH:12][CH:11]=1)(=[O:28])=[O:29]. Procedure: A solution of 5-(3-((2-chloro-benzenesulfonyl)-(3-(3-chloro-phenyl)-propyl)-amino)-propyl)-thiophene-2-carboxylic acid tert-butyl ester prepared of Example 6, Step A (0.010 g, 0.010 mmol) in 4N HCl in 1,4 dioxane (3 mL) and the reaction was stirred overnight at room temperature. HCl (g) was bubbled in until reaction was determined to be complete by thin layer chromatography. The reaction mixture was concentrated in vacuo. The resulting organic residue was azeotroped with CCl4 to produce a powder...